Task: describe an organic reaction: reactants, conditions, products, and yield. Dataset: the Open Reaction Database (ORD), a public repository of structured organic reaction records Starting materials: FC1C[C@H](NC1)C(=O)O (4-fluoroproline), [OH-].[K+] (KOH), ClC1=CC(=C(C=C1OC(C)C)N=C=S)F (4-chloro-2-fluoro-5-isopropoxy-phenylisothiocyanate), C1(CCCCC1)N=C=NC1CCCCC1 (dicyclohexylcarbodiimide). The solvent is CO (methanol), O (water), CO (methanol), C(C)#N (acetonitrile). Run at time 8 hour. The product is ClC1=CC(=C(C=C1OC(C)C)N=C1SC(C2N1CC(C2)F)=O)F (3-[[4-Chloro-2-fluoro-5-(1-methylethoxy)phenyl]imino]-6-fluorotetrahydro-1H,3H-pyrrolo [1,2-c]thiazol-1-one). Yield: 89.8%. Reaction SMILES: [F:1][CH:2]1[CH2:6][NH:5][C@H:4]([C:7]([OH:9])=O)[CH2:3]1.[OH-].[K+].[Cl:12][C:13]1[C:18]([O:19][CH:20]([CH3:22])[CH3:21])=[CH:17][C:16]([N:23]=[C:24]=[S:25])=[C:15]([F:26])[CH:14]=1.C1(N=C=NC2CCCCC2)CCCCC1>CO.O.C(#N)C>[Cl:12][C:13]1[C:18]([O:19][CH:20]([CH3:21])[CH3:22])=[CH:17][C:16]([N:23]=[C:24]2[N:5]3[CH2:6][CH:2]([F:1])[CH2:3][CH:4]3[C:7](=[O:9])[S:25]2)=[C:15]([F:26])[CH:14]=1 |f:1.2|. Procedure details: A mixture of 1.31 g (0.01 mol) 4-fluoroproline, 30 mL 2N KOH in methanol and 10 mL water is prepared before 2.46 g (0.01 mol) 4-chloro-2-fluoro-5-isopropoxy-phenylisothiocyanate dissolved in 250 mL methanol is added dropwise. The reaction mixture is stirred overnight at room temperature, the aqueous phase adjusted to pH 2 and the resultant product (3.77 g, See Formula X) is filtered. The compound thus obtained is dissolved in 50 mL acetonitrile before 2.59 g (0.01 mol) dicyclohexylcarbodiimide i... Starting materials: C1(CCCCC1)P(C1=C(C=CC=C1)C1=C(C=C(C=C1C(C)C)C(C)C)C(C)C)C1CCCCC1 (Dicyclohexyl(2′,4′,6′-triisopropylbiphenyl-2-yl)phosphine), FC(C(=O)O)(F)F (Trifluoroacetic acid), BrC=1C=NN2C1N=C(C=C2)N2C(OC[C@@H]2C2=CC=CC=C2)=O ((S)-3-(3-bromopyrazolo[1,5-a]pyrimidin-5-yl)-4-phenyloxazolidin-2-one), CC1(OB(OC1(C)C)C1=CC=C(C=C1)C=1N(C=CN1)COCC[Si](C)(C)C)C (2-(4-(4,4,5,5-tetramethyl-1,3,2-dioxaborolan-2-yl)phenyl)-1-((2-(trimethylsilyl)ethoxy)methyl)-1H-imidazole), C(=O)([O-])[O-].[Na+].[Na+] (Na2CO3). Reagents/catalysts: C=1C=CC(=CC1)/C=C/C(=O)/C=C/C2=CC=CC=C2.C=1C=CC(=CC1)/C=C/C(=O)/C=C/C2=CC=CC=C2.C=1C=CC(=CC1)/C=C/C(=O)/C=C/C2=CC=CC=C2.[Pd].[Pd] (Pd2(dba)3). Run in O1CCOCC1 (dioxane), ClCCl (dichloromethane). Reaction conditions: temperature 80 celsius, time 12 hour. Product: N1C(=NC=C1)C1=CC=C(C=C1)C=1C=NN2C1N=C(C=C2)N2C(OC[C@@H]2C2=CC=CC=C2)=O ((S)-3-(3-(4-(1H-imidazol-2-yl)phenyl)pyrazolo[1,5-a]pyrimidin-5-yl)-4-phenyloxazolidin-2-one). Reaction SMILES: Br[C:2]1[CH:3]=[N:4][N:5]2[CH:10]=[CH:9][C:8]([N:11]3[C@@H:15]([C:16]4[CH:21]=[CH:20][CH:19]=[CH:18][CH:17]=4)[CH2:14][O:13][C:12]3=[O:22])=[N:7][C:6]=12.CC1(C)C(C)(C)OB([C:31]2[CH:36]=[CH:35][C:34]([C:37]3[N:38](COCC[Si](C)(C)C)[CH:39]=[CH:40][N:41]=3)=[CH:33][CH:32]=2)O1.C([O-])([O-])=O.[Na+].[Na+].C1(P(C2CCCCC2)C2C=CC=CC=2C2C(C(C)C)=CC(C(C)C)=CC=2C(C)C)CCCCC1.FC(F)(F)C(O)=O>O1CCOCC1.ClCCl.C1C=CC(/C=C/C(/C=C/C2C=CC=CC=2)=O)=CC=1.C1C=CC(/C=C/C(/C=C/C2C=CC=CC=2)=O)=CC=1.C1C=CC(/C=C/C(/C=C/C2C=CC=CC=2)=O)=CC=1.[Pd].[Pd]>[NH:38]1[CH:39]=[CH:40][N:41]=[C:37]1[C:34]1[CH:35]=[CH:36][C:31]([C:2]2[CH:3]=[N:4][N:5]3[CH:10]=[CH:9][C:8]([N:11]4[C@@H:15]([C:16]5[CH:21]=[CH:20][CH:19]=[CH:18][CH:17]=5)[CH2:14][O:13][C:12]4=[O:22])=[N:7][C:6]=23)=[CH:32][CH:33]=1 |f:2.3.4,9.10.11.12.13|. Reported procedure: A solution containing (S)-3-(3-bromopyrazolo[1,5-a]pyrimidin-5-yl)-4-phenyloxazolidin-2-one (0.100 g, 0.278 mmol), 2-(4-(4,4,5,5-tetramethyl-1,3,2-dioxaborolan-2-yl)phenyl)-1-((2-(trimethylsilyl)ethoxy)methyl)-1H-imidazole (0.334 g, 0.835 mmol) and 2M Na2CO3 (0.418 mL, 0.835 mmol) in dioxane (10 mL) was degassed with argon. Dicyclohexyl(2′,4′,6′-triisopropylbiphenyl-2-yl)phosphine (13.3 mg, 0.0278 mmol) and Pd2(dba)3 (6.5 mg, 0.028 mmol), were added and the solution was degassed again with argon...